This data is from the Open Reaction Database (ORD), a public repository of structured organic reaction records. The task is: describe an organic reaction: reactants, conditions, products, and yield Reactants: OCCCCCCCC1=CC=2C(=NCC=3N(C2S1)C(=NN3)C)C3=C(C=CC=C3)Cl (2-(7-hydroxyheptyl)-4-(2-chlorophenyl)-9-methyl-6H-thieno[3,2-f][1,2,4]triazolo[4,3-a]-[1,4]diazepine), C(C)(=O)OCCCCCCCC1=CC=2C(=NCC=3N(C2S1)C(=NN3)C)C3=C(C=CC=C3)Cl (7-[4-(2-chlorophenyl)-9-methyl-6H-thieno[3,2-f][1,2,4]triazolo[4,3-a][1,4]diazepin-2-yl]-heptyl acetate), CCOCC (ether). Solvent: C(Cl)Cl (methylene chloride), C(Cl)Cl (methylene chloride). Run at time 90 minute. Product: C(=O)CCCCCCC1=CC=2C(=NCC=3N(C2S1)C(=NN3)C)C3=C(C=CC=C3)Cl (2-(6-Formylhexyl)-4-(2-chlorophenyl)-9-methyl-6H-thieno[3,2-f][1,2,4]triazolo[4,3-a][1,4]diazepine). Isolated yield 28.1%. RXN SMILES: [OH:1][CH2:2][CH2:3][CH2:4][CH2:5][CH2:6][CH2:7][CH2:8][C:9]1[S:18][C:17]2[N:16]3[C:19]([CH3:22])=[N:20][N:21]=[C:15]3[CH2:14][N:13]=[C:12]([C:23]3[CH:28]=[CH:27][CH:26]=[CH:25][C:24]=3[Cl:29])[C:11]=2[CH:10]=1.C(OCCCCCCCC1SC2N3C(C)=NN=C3CN=C(C3C=CC=CC=3Cl)C=2C=1)(=O)C.CCOCC>C(Cl)Cl>[CH:2]([CH2:3][CH2:4][CH2:5][CH2:6][CH2:7][CH2:8][C:9]1[S:18][C:17]2[N:16]3[C:19]([CH3:22])=[N:20][N:21]=[C:15]3[CH2:14][N:13]=[C:12]([C:23]3[CH:28]=[CH:27][CH:26]=[CH:25][C:24]=3[Cl:29])[C:11]=2[CH:10]=1)=[O:1]. Reported procedure: 2.1 g (0.005 mol) of 2-(7-hydroxyheptyl)-4-(2-chlorophenyl)-9-methyl-6H-thieno[3,2-f][1,2,4]triazolo[4,3-a]-[1,4]diazepine (prepared, for example, from the compound of Example 4 by alkaline saponification) dissolved in 5 ml of methylene chloride are added dropwise to 1.5 g (0.0075 mol) of pyridinechlorochromate in 20 ml of methylene chloride, the resulting mixture is stirred for a further 90 minutes at ambient temperature and 50 of ether are added to the solution. The black resinous oil precipit... Reactants: NC1CCc2[nH]c3ccc(OCc4ccccc4)cc3c2C1, CCO, [H][H]. Yields the product NC1CCc2[nH]c3ccc(O)cc3c2C1. Reaction SMILES: [CH2:1]([c:2]1[cH:3][cH:4][cH:5][cH:6][cH:7]1)[O:8][c:9]1[cH:10][c:11]2[c:12]3[c:17]([nH:18][c:19]2[cH:20][cH:21]1)[CH2:16][CH2:15][CH:14]([NH2:22])[CH2:13]3.[CH3:25][CH2:26][OH:27].[H:23][H:24]>>[OH:8][c:9]1[cH:10][c:11]2[c:12]3[c:17]([nH:18][c:19]2[cH:20][cH:21]1)[CH2:16][CH2:15][CH:14]([NH2:22])[CH2:13]3. The reactants are FC1(C(NC(NC1OC(C)=O)=O)=O)C(=O)OCC (ethyl 5-fluoro-6-acetoxy-1,2,3,4,5,6-hexahydro-2,4-dioxopyrimidine-5-carboxylate), C(/C1=CC=CO1)=N/O ((Z)-furfuraldoxime). Solvent: N1=CC=CC=C1.CC(=O)C (pyridine acetone). Conditions: temperature 60 celsius, time 15 hour. Product: FC1(C(NC(NC1O\N=C/C1=CC=CO1)=O)=O)C(=O)OCC (ethyl 5-fluoro-6-(Z)-furfurylideneaminooxy-1,2,3,4,5,6-hexahydro-2,4-dioxopyrimidine-5carboxylate). The yield is 40.5%. Reaction SMILES: [F:1][C:2]1([C:14]([O:16][CH2:17][CH3:18])=[O:15])[CH:7]([O:8]C(=O)C)[NH:6][C:5](=[O:12])[NH:4][C:3]1=[O:13].[CH:19](=[N:25]/O)/[C:20]1[O:24][CH:23]=[CH:22][CH:21]=1>N1C=CC=CC=1.CC(C)=O>[F:1][C:2]1([C:14]([O:16][CH2:17][CH3:18])=[O:15])[CH:7]([O:8]/[N:25]=[CH:19]\[C:20]2[O:24][CH:23]=[CH:22][CH:21]=2)[NH:6][C:5](=[O:12])[NH:4][C:3]1=[O:13] |f:2.3|. Procedure: In 450 ml of pyridine-acetone (pyridine:acetone=2:1) were dissolved 131 g (0.5 mol) of ethyl 5-fluoro-6-acetoxy-1,2,3,4,5,6-hexahydro-2,4-dioxopyrimidine-5-carboxylate and 66.5 g (0.6 mol) of (Z)-furfuraldoxime, and the solution was stirred at 60° C. for 15 hours. The solvent was evaporated under reduced pressure, and the residual oily material was poured into 3 l of ice-cooled water, and crystals precipitated were collected by filtration. The crystals were washed with water (500 ml×2), dried un... Starting materials: N1=C(C=C2N1CCNC2)C(=O)OCC (2-ethyl 4,5,6,7-tetrahydro-pyrazolo[1,5-a]pyrazine-2-carboxylate), FC(C(=O)[O-])(F)F (trifluoroacetate). Product: CN1CC=2N(CC1)N=C(C2)C(=O)O (5-methyl-4,5,6,7-tetrahydro-pyrazolo[1,5-a]pyrazine-2-carboxylic acid). RXN SMILES: [N:1]1[N:5]2[CH2:6][CH2:7][NH:8][CH2:9][C:4]2=[CH:3][C:2]=1[C:10]([O:12]CC)=[O:11].F[C:16](F)(F)C([O-])=O>>[CH3:16][N:8]1[CH2:7][CH2:6][N:5]2[N:1]=[C:2]([C:10]([OH:12])=[O:11])[CH:3]=[C:4]2[CH2:9]1. Procedure details: Prepared analogously to Example 45b starting from 2-ethyl 4,5,6,7-tetrahydro-pyrazolo[1,5-a]pyrazine-2-carboxylate (as the trifluoroacetate salt). The reactants are CC(CO)C1(NCc2ccccc2)CCC1, CCO. As a reaction SMILES: [CH2:1]([c:2]1[cH:3][cH:4][cH:5][cH:6][cH:7]1)[NH:8][C:9]1([CH:13]([CH2:14][OH:15])[CH3:16])[CH2:10][CH2:11][CH2:12]1.[CH3:17][CH2:18][OH:19]>>[NH2:8][C:9]1([CH:13]([CH2:14][OH:15])[CH3:16])[CH2:10][CH2:11][CH2:12]1. The product is CC(CO)C1(N)CCC1. Starting materials: BrCc1ccccc1, O=C([O-])[O-], CN(C)C=O, Nc1cc(S)ccc1Cl, [K+], [K+], O. The product is Nc1cc(SCc2ccccc2)ccc1Cl. Reaction SMILES: [Br:10][CH2:11][c:12]1[cH:13][cH:14][cH:15][cH:16][cH:17]1.[C:18](=[O:19])([O-:20])[O-:21].[CH3:25][N:26]([CH3:27])[CH:28]=[O:29].[Cl:1][c:2]1[c:3]([NH2:4])[cH:5][c:6]([SH:9])[cH:7][cH:8]1.[K+:22].[K+:23].[OH2:24]>>[Cl:1][c:2]1[c:3]([NH2:4])[cH:5][c:6]([S:9][CH2:11][c:12]2[cH:13][cH:14][cH:15][cH:16][cH:17]2)[cH:7][cH:8]1. The reactants are C1(=CC=CC=C1)S(=O)(=O)CC1=NNC(=N1)SC (3-benzenesulfonylmethyl-5-methylsulfanyl-1H-[1,2,4]triazole), ( E ), N1=C(C=CC=C1)\C=C/C#N ((Z)-3-pyridin-2-yl-acrylonitrile). Yields the product CSC1=NN2C(C=C(C=C2N)C2=NC=CC=C2)=N1 (2-Methylsulfanyl-7-pyridin-2-yl-[1,2,4]triazolo[1,5-a]pyridin-5-ylamine). Reaction SMILES: C1(S([CH2:10][C:11]2[N:15]=[C:14]([S:16][CH3:17])[NH:13][N:12]=2)(=O)=O)C=CC=CC=1.[N:18]1[CH:23]=[CH:22][CH:21]=[CH:20][C:19]=1/[CH:24]=[CH:25]\[C:26]#[N:27]>>[CH3:17][S:16][C:14]1[N:15]=[C:11]2[CH:10]=[C:24]([C:19]3[CH:20]=[CH:21][CH:22]=[CH:23][N:18]=3)[CH:25]=[C:26]([NH2:27])[N:12]2[N:13]=1. Procedure: The title compound, MS m/e (%):258 (M+H+,100), was prepared in accordance with the general method of example 1 from 3-benzenesulfonylmethyl-5-methylsulfanyl-1H-[1,2,4]triazole and (E)/(Z)-3-pyridin-2-yl-acrylonitrile. Reactants: 1,2,3,4-tetrahydro, COC1=C2C(C(=CNC2=C(C=C1)OC)C(=O)OCC)=O (ethyl 1,4-dihydro-5,8-dimethoxy-4-oxo-3-quinolinecarboxylate). Run in C(C)(=O)OCC (ethyl acetate). Product: COC1=C2CC(CNC2=C(C=C1)OC)C(=O)OCC (Ethyl 1,2,3,4-tetrahydro-5,8-dimethoxy-3-quinolinecarboxylate). Isolated yield 2.6%. Reaction SMILES: [CH3:1][O:2][C:3]1[CH:12]=[CH:11][C:10]([O:13][CH3:14])=[C:9]2[C:4]=1[C:5](=O)[C:6]([C:15]([O:17][CH2:18][CH3:19])=[O:16])=[CH:7][NH:8]2>C(OCC)(=O)C>[CH3:1][O:2][C:3]1[CH:12]=[CH:11][C:10]([O:13][CH3:14])=[C:9]2[C:4]=1[CH2:5][CH:6]([C:15]([O:17][CH2:18][CH3:19])=[O:16])[CH2:7][NH:8]2. Procedure details: Ethyl 5,8-dimethoxy-3-quinolinecarboxylate was formed as described in the literature (E. H. Erickson, C. F. Hainline, L. S. Lenon, et al. J. Med. Chem. 1979, 22, 816). 2,5-Dimethoxyaniline and diethyl ethoxymethylenemalonate condense and then cyclise at high temperature (250° ) in diphenyl ether to form ethyl 1,4-dihydro-5,8-dimethoxy-4-oxo-3-quinolinecarboxylate which is chlorinated at the 4-position with phosphorus oxychloride to give ethyl 4-chloro-5,8-dimethoxy-3-quinolinecarboxylate. The de... Reactants: CN1CCC(CC1)C(C1=C(C=CC=C1)F)=O (1-methyl-4-(2-fluorobenzoyl)piperidine), Cl.NO (hydroxylamine hydrochloride), C(C)(=O)[O-].[NH4+] (ammonium acetate). The solvent is C(C)O.O (ethanol water). Yields the product CN1CCC(CC1)C(C1=C(C=CC=C1)F)=NO (1-Methyl-4-(2-fluorobenzoyl)piperidine oxime). Yield: 54.0%. RXN SMILES: [CH3:1][N:2]1[CH2:7][CH2:6][CH:5]([C:8](=O)[C:9]2[CH:14]=[CH:13][CH:12]=[CH:11][C:10]=2[F:15])[CH2:4][CH2:3]1.Cl.[NH2:18][OH:19].C([O-])(=O)C.[NH4+]>C(O)C.O>[CH3:1][N:2]1[CH2:7][CH2:6][CH:5]([C:8](=[N:18][OH:19])[C:9]2[CH:14]=[CH:13][CH:12]=[CH:11][C:10]=2[F:15])[CH2:4][CH2:3]1 |f:1.2,3.4,5.6|. Procedure details: A mixture of 5.2 g of 1-methyl-4-(2-fluorobenzoyl)piperidine, 2.5 g of hydroxylamine hydrochloride, 5.4 g of ammonium acetate and 50+15 ml of ethanol-water was heated under reflux for 22 hrs. Most of the ethanol was removed under reduced pressure. The aqueous mixture was made basic with aqueous sodium hydroxide and the mixture was extracted with chloroform. The chloroform extract was dried over anhydrous magnesium sulfate and the chloroform was evaporated in vacuo to give a solid. The solid was ...